The task is: describe an organic reaction: reactants, conditions, products, and yield. This data is from the Open Reaction Database (ORD), a public repository of structured organic reaction records. Starting materials: N#CC1C=Cc2cc(Cl)ccc2N1C(=O)c1ccccc1, O=C([O-])O, CC(C)=O, CCOC(C)=O, [Na+], [Na+], [OH-], OO. The product is NC(=O)C1C=Cc2cc(Cl)ccc2N1C(=O)c1ccccc1. RXN SMILES: [C:1]([c:2]1[cH:3][cH:4][cH:5][cH:6][cH:7]1)(=[O:8])[N:9]1[CH:10]([C:20]#[N:21])[CH:11]=[CH:12][c:13]2[cH:14][c:15]([Cl:19])[cH:16][cH:17][c:18]21.[C:22]([O-:23])(=[O:24])[OH:25].[CH3:31][C:32](=[O:33])[CH3:34].[CH3:35][CH2:36][O:37][C:38](=[O:39])[CH3:40].[Na+:26].[Na+:28].[OH-:27].[OH:29][OH:30]>>[C:1]([c:2]1[cH:3][cH:4][cH:5][cH:6][cH:7]1)(=[O:8])[N:9]1[CH:10]([C:20]([NH2:21])=[O:23])[CH:11]=[CH:12][c:13]2[cH:14][c:15]([Cl:19])[cH:16][cH:17][c:18]21. Starting materials: CCO, C=C(c1ncccc1F)c1c(CCN(C)C)sc2ccccc12, O=[Pt]=O. Product: CC(c1ncccc1F)c1c(CCN(C)C)sc2ccccc12. As a reaction SMILES: [CH3:24][CH2:25][OH:26].[F:1][c:2]1[c:3]([C:8](=[CH2:9])[c:10]2[c:11]3[c:12]([s:13][c:14]2[CH2:15][CH2:16][N:17]([CH3:18])[CH3:19])[cH:20][cH:21][cH:22][cH:23]3)[n:4][cH:5][cH:6][cH:7]1.[Pt:27](=[O:28])=[O:29]>>[F:1][c:2]1[c:3]([CH:8]([CH3:9])[c:10]2[c:11]3[c:12]([s:13][c:14]2[CH2:15][CH2:16][N:17]([CH3:18])[CH3:19])[cH:20][cH:21][cH:22][cH:23]3)[n:4][cH:5][cH:6][cH:7]1. Reactants: O=C(O)c1cccc(OCc2ccccc2)c1, ClCBr, [K], CN(C)C=O. The product is O=C(OCCl)c1cccc(OCc2ccccc2)c1. Reaction SMILES: [CH2:2]([c:3]1[cH:4][cH:5][cH:6][cH:7][cH:8]1)[O:9][c:10]1[cH:11][c:12]([C:13](=[O:14])[OH:15])[cH:16][cH:17][cH:18]1.[Cl:19][CH2:20][Br:21].[K:1].[O:22]=[CH:23][N:24]([CH3:25])[CH3:26]>>[CH2:2]([c:3]1[cH:4][cH:5][cH:6][cH:7][cH:8]1)[O:9][c:10]1[cH:11][c:12]([C:13](=[O:14])[O:15][CH2:20][Cl:19])[cH:16][cH:17][cH:18]1. The reactants are OC1=CC(=C(C=C1)C(CC(=O)OC)CC(C)C)OC (methyl 3-(4-hydroxy-2-methoxyphenyl)-5-methylhexanoate), C(C)OCCBr (2-ethoxyethyl bromide). Yields the product COC1=C(C=CC(=C1)OCCOCC)C(CC(=O)OC)CC(C)C (Methyl 3-[2-methoxy-4-(2-ethoxyethoxy)phenyl]-5-methylhexanoate). RXN SMILES: [OH:1][C:2]1[CH:7]=[CH:6][C:5]([CH:8]([CH2:14][CH:15]([CH3:17])[CH3:16])[CH2:9][C:10]([O:12][CH3:13])=[O:11])=[C:4]([O:18][CH3:19])[CH:3]=1.[CH2:20]([O:22][CH2:23][CH2:24]Br)[CH3:21]>>[CH3:19][O:18][C:4]1[CH:3]=[C:2]([O:1][CH2:21][CH2:20][O:22][CH2:23][CH3:24])[CH:7]=[CH:6][C:5]=1[CH:8]([CH2:14][CH:15]([CH3:17])[CH3:16])[CH2:9][C:10]([O:12][CH3:13])=[O:11]. Procedure details: Following a similar procedure to that described in Preparation 45A(i), but using methyl 3-(4-hydroxy-2-methoxyphenyl)-5-methylhexanoate (prepared as described in Preparation 58B) and 2-ethoxyethyl bromide, the title compound was obtained as an oily substance. Reactants: FC=1C=CC(=C(N)C1)OCC(F)(F)F (5-Fluoro-2-(2,2,2-trifluoroethoxy) aniline), Cl.ClCCNCCCl (bis-(2-chloroethyl)amine hydrochloride), [I-].[K+] (potassium iodide), C([O-])([O-])=O.[K+].[K+] (potassium carbonate). Run in C(CCC)O (n-butanol). Yields the product FC=1C=CC(=C(C1)N1CCNCC1)OCC(F)(F)F (1-[5-Fluoro-2-(2,2,2-trifluoroethoxy)phenyl]piperazine). The yield is 14.5%. As a reaction SMILES: [F:1][C:2]1[CH:3]=[CH:4][C:5]([O:9][CH2:10][C:11]([F:14])([F:13])[F:12])=[C:6]([CH:8]=1)[NH2:7].Cl.Cl[CH2:17][CH2:18][NH:19][CH2:20][CH2:21]Cl.[I-].[K+].C(=O)([O-])[O-].[K+].[K+]>C(O)CCC>[F:1][C:2]1[CH:3]=[CH:4][C:5]([O:9][CH2:10][C:11]([F:12])([F:13])[F:14])=[C:6]([N:7]2[CH2:21][CH2:20][NH:19][CH2:18][CH2:17]2)[CH:8]=1 |f:1.2,3.4,5.6.7|. Procedure: A stirred mixture of 0.52 g of Compound 5B, 0.45 g of bis-(2-chloroethyl)amine hydrochloride, 0.5 g of potassium iodide, 0.34 g of anhydrous potassium carbonate and 20 mL of n-butanol was refluxed for 32 hours under nitrogen. The solvent was removed under reduced pressure. The residue was treated with 10 mL of water and 10 mL of 20% aqueous sodium carbonate and extracted with 2×30 mL of ethyl acetate. The organic layer was washed with brine, dried over sodium sulphate and evaporated to dryness i... The reactants are CC=1NC(CC1C(=O)N)=O (2-methyl-5-oxo-4,5-dihydropyrrole-3-carboxamide), P(=O)(Cl)(Cl)Cl (phosphorus oxychloride), C([O-])([O-])=O.[K+].[K+] (potassium carbonate). The solvent is CC(=O)C (acetone). The product is CC=1NC(CC1C#N)=O (2-methyl-5-oxo-4,5-dihydropyrrole-3-carbonitrile). RXN SMILES: [CH3:1][C:2]1[NH:3][C:4](=[O:10])[CH2:5][C:6]=1[C:7]([NH2:9])=O.P(Cl)(Cl)(Cl)=O.C(=O)([O-])[O-].[K+].[K+]>CC(C)=O>[CH3:1][C:2]1[NH:3][C:4](=[O:10])[CH2:5][C:6]=1[C:7]#[N:9] |f:2.3.4|. Procedure details: A mixture of 0.9 g (4.6 mmol) of 2-methyl-5-oxo-4,5-dihydropyrrole-3-carboxamide, 1.4 g (9.2 mmol) of phosphorus oxychloride and 0.9 g (6.4 mmol) of potassium carbonate in 50 ml of acetone was refluxed for 6 h. The mixture was then concentrated and the resulting residue was chromatographed over silica gel (mobile phase: cyclohexane:ethyl acetate 10:1 to 1:1). This gave 0.15 g (19% of theory) of the desired product (IR: 2220 cm−1). As a reaction SMILES: [CH2:1]([CH3:2])[O:3][C:4]([c:5]1[cH:6][cH:7][c:8]([P:11](=[O:12])([O:13][CH2:14][CH3:15])[CH2:16][P:17](=[O:18])([O:19][CH2:20][CH3:21])[O:22][CH2:23][CH3:24])[cH:9][cH:10]1)=[O:25].[CH3:28][OH:29].[Li+:26].[OH-:27].[OH2:30]>>[O:3]=[C:4]([c:5]1[cH:6][cH:7][c:8]([P:11](=[O:12])([O:13][CH2:14][CH3:15])[CH2:16][P:17](=[O:18])([O:19][CH2:20][CH3:21])[O:22][CH2:23][CH3:24])[cH:9][cH:10]1)[OH:25]. The reactants are CCOC(=O)c1ccc(P(=O)(CP(=O)(OCC)OCC)OCC)cc1, CO, [Li+], [OH-], O. Yields the product CCOP(=O)(CP(=O)(OCC)c1ccc(C(=O)O)cc1)OCC. The reactants are CC(=O)OC(C)=O, [Na+], [OH-], Nc1cccc(-c2ccccn2)c1. Yields the product CC(=O)Nc1cccc(-c2ccccn2)c1. Reaction SMILES: [CH3:16][C:17](=[O:18])[O:19][C:20](=[O:21])[CH3:22].[Na+:15].[OH-:14].[n:1]1[c:2](-[c:7]2[cH:8][c:9]([NH2:10])[cH:11][cH:12][cH:13]2)[cH:3][cH:4][cH:5][cH:6]1>>[n:1]1[c:2](-[c:7]2[cH:8][c:9]([NH:10][C:17]([CH3:16])=[O:18])[cH:11][cH:12][cH:13]2)[cH:3][cH:4][cH:5][cH:6]1. Product: Cl.CC1=C(OCC2CN(CCC2)CCN(C)C)C(=CC=C1)C (3-(2,6-dimethylphenoxymethyl)-1-(2-dimethylaminoethyl)-piperidine hydrochloride). Solvent: CCOCC (ether). Yield: 71.0%. As a reaction SMILES: [CH3:1][C:2]1[CH:20]=[CH:19][CH:18]=[C:17]([CH3:21])[C:3]=1[O:4][CH2:5][CH:6]1[CH2:11][CH2:10][CH2:9][N:8]([CH2:12][CH2:13][N:14]([CH3:16])[CH3:15])[CH2:7]1.[ClH:22]>CCOCC>[ClH:22].[CH3:1][C:2]1[CH:20]=[CH:19][CH:18]=[C:17]([CH3:21])[C:3]=1[O:4][CH2:5][CH:6]1[CH2:11][CH2:10][CH2:9][N:8]([CH2:12][CH2:13][N:14]([CH3:15])[CH3:16])[CH2:7]1 |f:3.4|. Procedure: The 3-(2,6-dimethylphenoxymethyl)-1-(2-dimethylaminoethyl)piperidine solution was treated with a 1M solution of hydrochloric acid in ether (17.2 mL). The resulting precipitate was isolated by filtration, then dried under vacuum to give 3-(2,6-dimethylphenoxymethyl)-1-(2-dimethylaminoethyl)-piperidine hydrochloride (4.0 g, 71%), m.p. 263.2-263.5° C. Starting materials: CC1=C(OCC2CN(CCC2)CCN(C)C)C(=CC=C1)C (3-(2,6-dimethylphenoxymethyl)-1-(2-dimethylaminoethyl)piperidine), solution, Cl (hydrochloric acid).